This data is from the Open Reaction Database (ORD), a public repository of structured organic reaction records. The task is: describe an organic reaction: reactants, conditions, products, and yield The reactants are FC(OC1=CC=C(CBr)C=C1)(F)F (4-trifluoromethoxybenzyl bromide), ice, C[Si](C)(C)[N-][Si](C)(C)C.[Li+] (Lithium bis(trimethylsilyl)amide), C(C)(C)(C)[C@H]1N([C@@H](C(N1C1=CC(=CC(=C1)Cl)Cl)=O)C)C(C(F)(F)F)=O ((2S,5R)-2-tert-butyl-3-(3,5-dichloro-phenyl)-5-methyl-1-(2,2,2-trifluoro-acetyl)-imidazolidin-4-one). Solvent: C1CCOC1 (THF), C1CCOC1 (THF). Reaction conditions: temperature -20 celsius, time 20 minute. Product: C(C)(C)(C)[C@H]1N([C@@](C(N1C1=CC(=CC(=C1)Cl)Cl)=O)(CC1=CC=C(C=C1)OC(F)(F)F)C)C(C(F)(F)F)=O ((2R,5R)-2-tert-butyl-3-(3,5-dichloro-phenyl)-5-methyl-1-(2,2,2-trifluoro-acetyl)-5-(4-trifluoromethoxy-benzyl)-imidazolidin-4-one). Isolated yield 86.9%. As a reaction SMILES: C[Si]([N-][Si](C)(C)C)(C)C.[Li+].[C:11]([C@@H:15]1[N:19]([C:20]2[CH:25]=[C:24]([Cl:26])[CH:23]=[C:22]([Cl:27])[CH:21]=2)[C:18](=[O:28])[C@@H:17]([CH3:29])[N:16]1[C:30](=[O:35])[C:31]([F:34])([F:33])[F:32])([CH3:14])([CH3:13])[CH3:12].[F:36][C:37]([F:48])([F:47])[O:38][C:39]1[CH:46]=[CH:45][C:42]([CH2:43]Br)=[CH:41][CH:40]=1>C1COCC1>[C:11]([C@@H:15]1[N:19]([C:20]2[CH:21]=[C:22]([Cl:27])[CH:23]=[C:24]([Cl:26])[CH:25]=2)[C:18](=[O:28])[C@@:17]([CH3:29])([CH2:43][C:42]2[CH:45]=[CH:46][C:39]([O:38][C:37]([F:48])([F:47])[F:36])=[CH:40][CH:41]=2)[N:16]1[C:30](=[O:35])[C:31]([F:33])([F:34])[F:32])([CH3:12])([CH3:13])[CH3:14] |f:0.1|. Procedure details: Lithium bis(trimethylsilyl)amide (LiHMDS) (38.0 mL, 1 M in THF) was added slowly dropwise over 25 min to a solution of (2S,5R)-2-tert-butyl-3-(3,5-dichloro-phenyl)-5-methyl-1-(2,2,2-trifluoro-acetyl)-imidazolidin-4-one (10.0 g, 25.17 mmol) in 60 mL of THF at −20° C. After stirring at −20° C. for 20 min, a solution of 4-trifluoromethoxybenzyl bromide (6.04 mL, 37.76 mmol) in 30 mL of THF was added dropwise over 20 min. The mixture was stirred at −20° C. for 45 min, warmed to −5° C. over 1 h, and ... Reactants: KHCO3, C(C)(C)(C)OC(=O)N1CC(C=2C3=C(C(=CC12)[N+](=O)[O-])C=CC=C3)CCl (3-(tert-butyloxycarbonyl)-1-chloromethyl-5-nitro-1,2-dihydro-3H-benz[e]indole), CCN=C=NCCCN(C)C.Cl (EDCI.HCl), C(C)(=O)NC=1C=C(/C=C/C(=O)O)C=CC1 ((E)-3-(acetylamino)cinnamic acid). Solvent: CC(=O)N(C)C (DMA). Yields the product C(C)(=O)NC=1C=C(/C=C/C(=O)N2CC(C=3C4=C(C(=CC23)[N+](=O)[O-])C=CC=C4)CCl)C=CC1 (3-[(E)-3-(acetylamino)cinnamoyl]-1-(chloromethyl)-5-nitro-1,2-dihydro-3H-benz[e]indole). Isolated yield 74.7%. As a reaction SMILES: C([O:5][C:6]([N:8]1[C:16]2[CH:15]=[C:14]([N+:17]([O-:19])=[O:18])[C:13]3[CH:20]=[CH:21][CH:22]=[CH:23][C:12]=3[C:11]=2[CH:10]([CH2:24][Cl:25])[CH2:9]1)=O)(C)(C)C.CCN=C=NCCCN(C)C.Cl.[C:38]([NH:41][C:42]1[CH:43]=[C:44]([CH:50]=[CH:51][CH:52]=1)/[CH:45]=[CH:46]/C(O)=O)(=[O:40])[CH3:39]>CC(N(C)C)=O>[C:38]([NH:41][C:42]1[CH:43]=[C:44]([CH:50]=[CH:51][CH:52]=1)/[CH:45]=[CH:46]/[C:6]([N:8]1[C:16]2[CH:15]=[C:14]([N+:17]([O-:19])=[O:18])[C:13]3[CH:20]=[CH:21][CH:22]=[CH:23][C:12]=3[C:11]=2[CH:10]([CH2:24][Cl:25])[CH2:9]1)=[O:5])(=[O:40])[CH3:39] |f:1.2|. Procedure details: Deprotection of 13 (250 mg, 0.69 mmol) as in Example C above and reaction of the product with EDCI.HCl (332 mg, 1.73 mmol), (E)-3-(acetylamino)cinnamic acid (148 mg, 0.72 mmol) and DMA (3 mL) at 20° C. for 3 h, followed by addition of dilute KHCO3, precipitated. This was collected, dissolved in warm EtOAc (180 mL) and filtered through a column of silica gel. Solvent concentration followed by addition of i-Pr2O precipitated the crude product which was recrystallised from EtOAc/i-Pr2O to give 14k ... Reactants: [Br-], CCOC(=O)c1ccc(-n2cc(C=O)cc2C#N)cc1, CS(C)=O, C[P+](c1ccccc1)(c1ccccc1)c1ccccc1, [H-], [Na+]. The product is C=Cc1cc(C#N)n(-c2ccc(C(=O)OCC)cc2)c1. Reaction SMILES: [Br-:27].[CH2:3]([CH3:4])[O:5][C:6](=[O:7])[c:8]1[cH:9][cH:10][c:11](-[n:14]2[c:15]([C:21]#[N:22])[cH:16][c:17]([CH:19]=[O:20])[cH:18]2)[cH:12][cH:13]1.[CH3:23][S:24]([CH3:25])=[O:26].[CH3:28][P+:29]([c:30]1[cH:31][cH:32][cH:33][cH:34][cH:35]1)([c:36]1[cH:37][cH:38][cH:39][cH:40][cH:41]1)[c:42]1[cH:43][cH:44][cH:45][cH:46][cH:47]1.[H-:1].[Na+:2]>>[CH2:3]([CH3:4])[O:5][C:6](=[O:7])[c:8]1[cH:9][cH:10][c:11](-[n:14]2[c:15]([C:21]#[N:22])[cH:16][c:17]([CH:19]=[CH2:23])[cH:18]2)[cH:12][cH:13]1. Starting materials: C=CCCc1ccc(C#N)c(O)n1, CCO, [Na+], [OH-], OO. The product is C=CCCc1ccc(C(N)=O)c(O)n1. Reaction SMILES: [CH2:3]([CH2:4][CH:5]=[CH2:6])[c:7]1[n:8][c:9]([OH:15])[c:10]([C:11]#[N:12])[cH:13][cH:14]1.[CH3:16][CH2:17][OH:18].[Na+:20].[OH-:19].[OH:1][OH:2]>>[O:1]=[C:11]([c:10]1[c:9]([OH:15])[n:8][c:7]([CH2:3][CH2:4][CH:5]=[CH2:6])[cH:14][cH:13]1)[NH2:12].